describe an organic reaction: reactants, conditions, products, and yield From a dataset of the Open Reaction Database (ORD), a public repository of structured organic reaction records. Run in O (water), O (water). Reaction SMILES: S([O-])(OCCCCCCCCCCCC)(=O)=O.[Na+].O.[C:20]1([CH3:30])[C:21]([S:26]([OH:29])(=[O:28])=[O:27])=[CH:22][CH:23]=[CH:24][CH:25]=1.[OH-].[NH4+:32]>O>[C:20]1([CH3:30])[C:21]([S:26]([O-:29])(=[O:28])=[O:27])=[CH:22][CH:23]=[CH:24][CH:25]=1.[NH4+:32] |f:0.1,2.3,4.5,7.8|. Product: C=1(C(=CC=CC1)S(=O)(=O)[O-])C.[NH4+] (Ammonium Toluene Sulfonate). Starting materials: S(=O)(=O)(OCCCCCCCCCCCC)[O-].[Na+] (sodium lauryl sulfate), [OH-].[NH4+] (ammonium hydroxide), aqueous solution, O.C=1(C(=CC=CC1)S(=O)(=O)O)C (toluene sulfonic acid monohydrate). Procedure details: A 500 gallon tank containing 211 gallons of purified water was charged with 0.07 lbs. of sodium lauryl sulfate, and the aqueous solution was agitated to ensure homogeneity. A 66% aqueous solution of toluene sulfonic acid monohydrate, 500 lbs., was added followed by the addition of 5 gallons of purified water. Finally, an aqueous solution of ammonium hydroxide (17.5 gallons, 29-30% NH4OH by weight) was added. This catalyst solution had a density of 8.65 lb/gallon and a solids content of about 15±... Starting materials: C(C)OC=1C=C(C=O)C=CC1OCCCCCCO (3-ethoxy-4-[(6-hydroxyhexyl)oxy]benzaldehyde), O1COC2=C1C=CC(=C2)CC#N (1,3-benzodioxol-5-ylacetonitrile). The product is O1COC2=C1C=CC(=C2)/C(/C#N)=C/C2=CC(=C(C=C2)OCCCCCCO)OCC ((2Z)-2-(1,3-benzodioxol-5-yl)-3-{3-ethoxy-4-[(6-hydroxyhexyl)oxy]phenyl}prop-2-enenitrile). Yield: 96.0%. As a reaction SMILES: [CH2:1]([O:3][C:4]1[CH:5]=[C:6]([CH:9]=[CH:10][C:11]=1[O:12][CH2:13][CH2:14][CH2:15][CH2:16][CH2:17][CH2:18][OH:19])[CH:7]=O)[CH3:2].[O:20]1[C:24]2[CH:25]=[CH:26][C:27]([CH2:29][C:30]#[N:31])=[CH:28][C:23]=2[O:22][CH2:21]1>>[O:20]1[C:24]2[CH:25]=[CH:26][C:27](/[C:29](=[CH:7]/[C:6]3[CH:9]=[CH:10][C:11]([O:12][CH2:13][CH2:14][CH2:15][CH2:16][CH2:17][CH2:18][OH:19])=[C:4]([O:3][CH2:1][CH3:2])[CH:5]=3)/[C:30]#[N:31])=[CH:28][C:23]=2[O:22][CH2:21]1. Procedure: (2Z)-2-(1,3-benzodioxol-5-yl)-3-{3-ethoxy-4-[(6-hydroxyhexyl)oxy]phenyl}prop-2-enenitrile is prepared starting from 3-ethoxy-4-[(6-hydroxyhexyl)oxy]benzaldehyde and 1,3-benzodioxol-5-ylacetonitrile according the same procedure following for example 10 in 96% yield. This material proves chromatographically homogenous and displays spectral characteristics consistent with its assigned structure. The reactants are CC(C)C[Al+]CC(C)C, CCCCCC, CO, [H-], COC(=O)c1ccc2c(C(N)=O)c(NC(N)=O)[nH]c2c1, C1CCOC1, O. As a reaction SMILES: [CH2:8]([Al+:9][CH2:10][CH:11]([CH3:12])[CH3:13])[CH:14]([CH3:15])[CH3:16].[CH3:1][CH2:2][CH2:3][CH2:4][CH2:5][CH3:6].[CH3:38][OH:39].[H-:7].[NH2:17][C:18](=[O:19])[NH:20][c:21]1[nH:22][c:23]2[cH:24][c:25]([C:33](=[O:34])[O:35][CH3:36])[cH:26][cH:27][c:28]2[c:29]1[C:30](=[O:31])[NH2:32].[O:40]1[CH2:41][CH2:42][CH2:43][CH2:44]1.[OH2:37]>>[NH2:17][C:18](=[O:19])[NH:20][c:21]1[nH:22][c:23]2[cH:24][c:25]([CH2:33][OH:34])[cH:26][cH:27][c:28]2[c:29]1[C:30](=[O:31])[NH2:32]. Yields the product NC(=O)Nc1[nH]c2cc(CO)ccc2c1C(N)=O. Reactants: C1CCC2=NCCCN2CC1, CCOC(=O)C(C#N)=CCC(C)C, CC#N, C[N+](=O)[O-]. The product is CCOC(=O)C1(C#N)CC1CC(C)C. Reaction SMILES: [CH2:18]1[CH2:19][CH2:20][C:21]2=[N:26][CH2:25][CH2:24][CH2:23][N:22]2[CH2:27][CH2:28]1.[CH2:1]([CH3:2])[O:3][C:4]([C:5](=[CH:6][CH2:7][CH:8]([CH3:9])[CH3:10])[C:11]#[N:12])=[O:13].[CH3:29][C:30]#[N:31].[N+:14]([O-:15])(=[O:16])[CH3:17]>>[CH2:1]([CH3:2])[O:3][C:4]([C:5]1([C:11]#[N:12])[CH:6]([CH2:7][CH:8]([CH3:9])[CH3:10])[CH2:17]1)=[O:13]. The reactants are [Al+3], CC(c1ccccc1)N1CCC(C(=O)[O-])C1C, [H-], [H-], [H-], [H-], [K+], [Li+], C1CCOC1, [OH-], O. Product: CC(c1ccccc1)N1CCC(CO)C1C. RXN SMILES: [Al+3:24].[CH3:1][CH:2]1[N:3]([CH:10]([CH3:11])[c:12]2[cH:13][cH:14][cH:15][cH:16][cH:17]2)[CH2:4][CH2:5][CH:6]1[C:7](=[O:8])[O-:9].[H-:23].[H-:26].[H-:27].[H-:28].[K+:30].[Li+:25].[O:18]1[CH2:19][CH2:20][CH2:21][CH2:22]1.[OH-:29].[OH2:31]>>[CH3:1][CH:2]1[N:3]([CH:10]([CH3:11])[c:12]2[cH:13][cH:14][cH:15][cH:16][cH:17]2)[CH2:4][CH2:5][CH:6]1[CH2:7][OH:8]. Yield: 96.4%. RXN SMILES: O.[OH-].[Li+].C[O:5][C:6](=[O:28])[C:7]1[CH:12]=[CH:11][C:10]([O:13][CH2:14][C:15]2[N:16]([C:21]3[CH:26]=[CH:25][C:24]([F:27])=[CH:23][CH:22]=3)[N:17]=[N:18][C:19]=2[CH3:20])=[N:9][CH:8]=1>O.C1COCC1.CO>[F:27][C:24]1[CH:25]=[CH:26][C:21]([N:16]2[C:15]([CH2:14][O:13][C:10]3[CH:11]=[CH:12][C:7]([C:6]([OH:28])=[O:5])=[CH:8][N:9]=3)=[C:19]([CH3:20])[N:18]=[N:17]2)=[CH:22][CH:23]=1 |f:0.1.2|. Solvent: O (water), C1CCOC1 (THF), CO (methanol). Reaction conditions: time 30 minute. Yields the product FC1=CC=C(C=C1)N1N=NC(=C1COC1=NC=C(C(=O)O)C=C1)C (6-[3-(4-Fluoro-phenyl)-5-methyl-3H-[1,2,3]triazol-4-ylmethoxy]-nicotinic acid). Reported procedure: A solution of lithium hydroxide monohydrate (143 mg, 3.39 mmol) in water (5.8 mL) was added dropwise to a suspension of 6-[3-(4-fluoro-phenyl)-5-methyl-3H-[1,2,3]triazol-4-ylmethoxy]-nicotinic acid methyl ester (581 mg, 1.7 mmol) in THF (5.8 mL) and methanol (2 mL). The reaction mixture was then stirred at room temperature for 30 min and was then evaporated and the residue dissolved in water, acidified with HCl (1N), and the resulting precipitate filtered off to afford the title product (538 mg,... Reactants: O.[OH-].[Li+] (lithium hydroxide monohydrate), COC(C1=CN=C(C=C1)OCC=1N(N=NC1C)C1=CC=C(C=C1)F)=O (6-[3-(4-fluoro-phenyl)-5-methyl-3H-[1,2,3]triazol-4-ylmethoxy]-nicotinic acid methyl ester). Starting materials: CC(C)OC(=O)/N=N/C(=O)OC(C)C (DIAD), C(C)(C)(C)C1=CC=C(C=C1)N1C(C2=C(C=CC=C2C1)O)=O (2-(4-t-Butyl-phenyl)-7-hydroxy-2,3-dihydro-isoindol-1-one), OCC1=CC=NC=C1 (4-hydroxymethylpyridine), C1=CC=C(C=C1)P(C2=CC=CC=C2)C3=CC=CC=C3 (PPh3). The solvent is C1CCOC1 (THF). Conditions: time 2 hour. Yields the product C(C)(C)(C)C1=CC=C(C=C1)N1C(C2=C(C=CC=C2C1)OCC1=CC=NC=C1)=O (2-(4-t-butyl-phenyl)-7-(pyridin-4-ylmethoxy)-2,3-dihydro-isoindol-1-one). As a reaction SMILES: [C:1]([C:5]1[CH:10]=[CH:9][C:8]([N:11]2[CH2:19][C:18]3[C:13](=[C:14]([OH:20])[CH:15]=[CH:16][CH:17]=3)[C:12]2=[O:21])=[CH:7][CH:6]=1)([CH3:4])([CH3:3])[CH3:2].O[CH2:23][C:24]1[CH:29]=[CH:28][N:27]=[CH:26][CH:25]=1.C1C=CC(P(C2C=CC=CC=2)C2C=CC=CC=2)=CC=1.CC(OC(/N=N/C(OC(C)C)=O)=O)C>C1COCC1>[C:1]([C:5]1[CH:10]=[CH:9][C:8]([N:11]2[CH2:19][C:18]3[C:13](=[C:14]([O:20][CH2:23][C:24]4[CH:29]=[CH:28][N:27]=[CH:26][CH:25]=4)[CH:15]=[CH:16][CH:17]=3)[C:12]2=[O:21])=[CH:7][CH:6]=1)([CH3:4])([CH3:2])[CH3:3]. Procedure: 2-(4-t-Butyl-phenyl)-7-hydroxy-2,3-dihydro-isoindol-1-one (0.201 g), 4-hydroxymethylpyridine (96 mg) and PPh3 (0.212 g) were dissolved in THF (20 mL). DIAD (0.16 mL) was added and the mixture was stirred at RT for 2 h. Solvent was evaporated and the residue was purified by silica gel chromatography (70 g, 100% EtOAc) to afford 2-(4-t-butyl-phenyl)-7-(pyridin-4-ylmethoxy)-2,3-dihydro-isoindol-1-one as a white solid. MS: (ES+) 373(M+H). Calc'd. for C24H24N2O2-372.46. The reactants are CCO, ClCC1CO1, NC(c1ccccc1)c1ccccc1. Product: OC1CN(C(c2ccccc2)c2ccccc2)C1. As a reaction SMILES: [CH3:20][CH2:21][OH:22].[Cl:15][CH2:16][CH:17]1[CH2:18][O:19]1.[c:1]1([CH:7]([NH2:8])[c:9]2[cH:10][cH:11][cH:12][cH:13][cH:14]2)[cH:2][cH:3][cH:4][cH:5][cH:6]1>>[c:1]1([CH:7]([N:8]2[CH2:16][CH:17]([OH:19])[CH2:18]2)[c:9]2[cH:10][cH:11][cH:12][cH:13][cH:14]2)[cH:2][cH:3][cH:4][cH:5][cH:6]1.